This data is from the Open Reaction Database (ORD), a public repository of structured organic reaction records. The task is: describe an organic reaction: reactants, conditions, products, and yield Starting materials: CS(=O)(=O)Cl (methanesulphonyl chloride), CC(CO)CC1=CC2=CC=CC=C2C=C1 (2-methyl-3-β-naphthylpropanol). Run in N1=CC=CC=C1 (pyridine). Yields the product CS(=O)(=O)OCC(CC1=CC2=CC=CC=C2C=C1)C (1-methanesulphonyloxy-2-methyl-3-β-naphthyl-propane). Yield: 66.0%. RXN SMILES: [CH3:1][S:2](Cl)(=[O:4])=[O:3].[CH3:6][CH:7]([CH2:10][C:11]1[CH:20]=[CH:19][C:18]2[C:13](=[CH:14][CH:15]=[CH:16][CH:17]=2)[CH:12]=1)[CH2:8][OH:9]>N1C=CC=CC=1>[CH3:1][S:2]([O:9][CH2:8][CH:7]([CH3:6])[CH2:10][C:11]1[CH:20]=[CH:19][C:18]2[C:13](=[CH:14][CH:15]=[CH:16][CH:17]=2)[CH:12]=1)(=[O:4])=[O:3]. Procedure: 11 g (0.1 mole) of methanesulphonyl chloride are added dropwise to 14 g (0.074 mole) of 2-methyl-3-β-naphthylpropanol (crude) in 80 ml of absolute pyridine at 0° C., with stirring, the mixture is stirred for a further 16 hours at room temperature when the addition has ended, excess pyridine is removed by distillation in vacuo, the residue is taken up in water, the mixture is extracted several times with methylene chloride, the extract is dried over sodium sulphate and the solvent is removed in v...